describe an organic reaction: reactants, conditions, products, and yield From a dataset of the Open Reaction Database (ORD), a public repository of structured organic reaction records. The reactants are C(C)(=O)O[C@H]1[C@@H](O[C@@H]([C@H]([C@@H]1OC(C)=O)OC(C)=O)COC(C)=O)C1=CC(=C(C=C1)Cl)CC=1SC(=CC1)Br (1-(2,3,4,6-Tetra-O-acetyl-β-D-glucopyranosyl)-3-(5-bromo-2-thienylmethyl)-4-chlorobenzene), C(#N)C1=CC=C(C=C1)B(O)O (4-cyanophenylboronic acid). The product is C(C)(=O)O[C@H]1[C@@H](O[C@@H]([C@H]([C@@H]1OC(C)=O)OC(C)=O)COC(C)=O)C1=CC(=C(C=C1)Cl)CC=1SC(=CC1)C1=CC=C(C=C1)C#N (1-(2,3,4,6-tetra-O-acetyl-β-D-glucopyranosyl)-4-chloro-3-(5-(4-cyanophenyl)-2-thienylmethyl)benzene). RXN SMILES: [C:1]([O:4][C@@H:5]1[C@@H:10]([O:11][C:12](=[O:14])[CH3:13])[C@H:9]([O:15][C:16](=[O:18])[CH3:17])[C@@H:8]([CH2:19][O:20][C:21](=[O:23])[CH3:22])[O:7][C@H:6]1[C:24]1[CH:29]=[CH:28][C:27]([Cl:30])=[C:26]([CH2:31][C:32]2[S:33][C:34](Br)=[CH:35][CH:36]=2)[CH:25]=1)(=[O:3])[CH3:2].[C:38]([C:40]1[CH:45]=[CH:44][C:43](B(O)O)=[CH:42][CH:41]=1)#[N:39]>>[C:1]([O:4][C@@H:5]1[C@@H:10]([O:11][C:12](=[O:14])[CH3:13])[C@H:9]([O:15][C:16](=[O:18])[CH3:17])[C@@H:8]([CH2:19][O:20][C:21](=[O:23])[CH3:22])[O:7][C@H:6]1[C:24]1[CH:29]=[CH:28][C:27]([Cl:30])=[C:26]([CH2:31][C:32]2[S:33][C:34]([C:43]3[CH:44]=[CH:45][C:40]([C:38]#[N:39])=[CH:41][CH:42]=3)=[CH:35][CH:36]=2)[CH:25]=1)(=[O:3])[CH3:2]. Reported procedure: 1-(2,3,4,6-Tetra-O-acetyl-β-D-glucopyranosyl)-3-(5-bromo-2-thienylmethyl)-4-chlorobenzene obtained in Example 128-(4) and 4-cyanophenylboronic acid were treated in a manner similar to Example 168-(1) to give 1-(2,3,4,6-tetra-O-acetyl-β-D-glucopyranosyl)-4-chloro-3-(5-(4-cyanophenyl)-2-thienylmethyl)benzene as colorless powder. APCI-Mass m/Z 657/659 (M+NH4). (2) The above 1-(2,3,4,6-tetra-O-acetyl-β-D-glucopyranosyl)-4-chloro-3-(5-(4-cyanophenyl)-2-thienylmethyl)benzene (128 mg) was suspended in ... Starting materials: C#CC(CCCCC)O (1-octyn-3-ol), [K+].[Br-] (KBr), acetylenic hydrogen, C1(=CC=CC=C1)C(C1=CC=CC=C1)(C1=CC=CC=C1)Br (triphenylmethyl bromide), N1=CC=CC=C1 (pyridine). As a reaction SMILES: [CH:1]#[C:2][CH:3]([OH:9])[CH2:4][CH2:5][CH2:6][CH2:7][CH3:8].[C:10]1([C:16](Br)([C:23]2[CH:28]=[CH:27][CH:26]=[CH:25][CH:24]=2)[C:17]2[CH:22]=[CH:21][CH:20]=[CH:19][CH:18]=2)[CH:15]=[CH:14][CH:13]=[CH:12][CH:11]=1.N1C=CC=CC=1.[K+].[Br-]>O>[C:10]1([C:16]([C:23]2[CH:28]=[CH:27][CH:26]=[CH:25][CH:24]=2)([C:17]2[CH:22]=[CH:21][CH:20]=[CH:19][CH:18]=2)[O:9][CH:3]([CH2:4][CH2:5][CH2:6][CH2:7][CH3:8])[C:2]#[CH:1])[CH:15]=[CH:14][CH:13]=[CH:12][CH:11]=1 |f:3.4|. The solvent is O (water). Yields the product C1(=CC=CC=C1)C(OC(C#C)CCCCC)(C1=CC=CC=C1)C1=CC=CC=C1 (3-triphenylmethoxy-1-octyne). Procedure details: A mixture of 1.26 g. (10.0 mmoles) of 1-octyn-3-ol, 4.85 g. (15.0 mmoles) of triphenylmethyl bromide, and 50 ml. of dry pyridine is heated at 95° C. for 60 minutes with occasional swirling. The solution is cooled, treated with water, and extracted with ether. The extract is washed successively with water and saturated sodium chloride solution, dried over magnesium sulfate, and concentrated. The crude product is purified by chromatography on Florisil and recrystallization from petroleum ether to ... Reactants: NC(CC)CC (3-Aminopentane), ClC1=C(C(=NC=2N1N=C(C2C2=C(C=C(C=C2C)C)C)C)C)CC(=O)OCC (ethyl 2-(7-chloro-3-mesityl-2,5-dimethylpyrazolo[1,5-a]pyrimidin-6-yl)acetate), O (water). Solvent: C(C)#N (acetonitrile). Product: C(C)C(CC)NC1=C(C(=NC=2N1N=C(C2C2=C(C=C(C=C2C)C)C)C)C)CC(=O)OCC (Ethyl 2-[7-[(1-Ethylpropyl)amino]-3-mesityl-2,5-dimethylpyrazolo[1,5-a]pyrimidin-6-yl]acetate). As a reaction SMILES: [NH2:1][CH:2]([CH2:5][CH3:6])[CH2:3][CH3:4].Cl[C:8]1[N:13]2[N:14]=[C:15]([CH3:26])[C:16]([C:17]3[C:22]([CH3:23])=[CH:21][C:20]([CH3:24])=[CH:19][C:18]=3[CH3:25])=[C:12]2[N:11]=[C:10]([CH3:27])[C:9]=1[CH2:28][C:29]([O:31][CH2:32][CH3:33])=[O:30].O>C(#N)C>[CH2:3]([CH:2]([NH:1][C:8]1[N:13]2[N:14]=[C:15]([CH3:26])[C:16]([C:17]3[C:22]([CH3:23])=[CH:21][C:20]([CH3:24])=[CH:19][C:18]=3[CH3:25])=[C:12]2[N:11]=[C:10]([CH3:27])[C:9]=1[CH2:28][C:29]([O:31][CH2:32][CH3:33])=[O:30])[CH2:5][CH3:6])[CH3:4]. Procedure details: 3-Aminopentane (0.6 mL) was added to a solution of ethyl 2-(7-chloro-3-mesityl-2,5-dimethylpyrazolo[1,5-a]pyrimidin-6-yl)acetate (130 mg) in acetonitrile (5 mL), followed by heating under reflux overnight. After cooling the reaction solution, water was added thereto. The mixture was extracted twice with ethylacetate, and the organic layer was washed with an aqueous saturated solution of sodium bicarbonate, and then dried over anhydrous magnesium sulfate. The solvent was evaporated, and the resid... The reactants are C(=O)([O-])[O-].[Na+].[Na+] (Na2CO3), B(F)(F)F.CCOCC (BF3 Et2O), C(C)[SiH](CC)CC (triethylsilane), C(C)OC(C(C(O)C1=CC=C(C=C1)OCC1=CC=CC=C1)(C)OC1=CC=C(C=C1)C(F)(F)F)=O (3-(4-Benzyloxyphenyl)-3-hydroxy-2-(4-trifluoromethylphenoxy)-2-methylpropionic acid ethyl ester). Run in C(Cl)Cl (CH2Cl2). Conditions: time 2 hour. Yields the product C(C)OC(C(CC1=CC=C(C=C1)OCC1=CC=CC=C1)(C)OC1=CC=C(C=C1)C(F)(F)F)=O (3-(4-benzyloxyphenyl)-2-(4-trifluoromethylphenoxy)-2-methylpropionic acid ethyl ester). RXN SMILES: [CH2:1]([O:3][C:4](=[O:34])[C:5]([O:23][C:24]1[CH:29]=[CH:28][C:27]([C:30]([F:33])([F:32])[F:31])=[CH:26][CH:25]=1)([CH3:22])[CH:6]([C:8]1[CH:13]=[CH:12][C:11]([O:14][CH2:15][C:16]2[CH:21]=[CH:20][CH:19]=[CH:18][CH:17]=2)=[CH:10][CH:9]=1)O)[CH3:2].B(F)(F)F.CCOCC.C([SiH](CC)CC)C.C([O-])([O-])=O.[Na+].[Na+]>C(Cl)Cl>[CH2:1]([O:3][C:4](=[O:34])[C:5]([O:23][C:24]1[CH:25]=[CH:26][C:27]([C:30]([F:32])([F:31])[F:33])=[CH:28][CH:29]=1)([CH3:22])[CH2:6][C:8]1[CH:9]=[CH:10][C:11]([O:14][CH2:15][C:16]2[CH:21]=[CH:20][CH:19]=[CH:18][CH:17]=2)=[CH:12][CH:13]=1)[CH3:2] |f:1.2,4.5.6|. Reported procedure: 3-(4-Benzyloxyphenyl)-3-hydroxy-2-(4-trifluoromethylphenoxy)-2-methylpropionic acid ethyl ester (9.5 mmol) in anhydrous CH2Cl2 (30 mL) was cooled to 0° C. and treated with BF3-Et2O (1.16 mL, 9.5 mmol) and triethylsilane (1.51 mL, 9.5 mmol). The mixture was stirred for 2 h and gradually warmed to ambient temperature. Saturated aqueous Na2CO3 (15 mL) was added and the mixture was stirred vigorously. The solution was partitioned and the organic layer was washed twice with water and brine, dried ove...